From a dataset of the Open Reaction Database (ORD), a public repository of structured organic reaction records. describe an organic reaction: reactants, conditions, products, and yield Reactants: NC1=NC(=NC(=N1)Cl)N[C@H]1CC[C@H](CC1)C(=O)O (cis-4-(4-amino-6-chloro-1,3,5-triazin-2-ylamino)cyclohexanecarboxylic acid), hexamethyleneimine, CC#N.O (CH3CN H2O). Run at time 8 hour. Product: NC1=NC(=NC(=N1)N1CCCCCC1)N[C@H]1CC[C@H](CC1)C(=O)O (cis-4-(4-amino-6-(azepan-1-yl)-1,3,5-triazin-2-ylamino) cyclohexanecarboxylic acid). Reaction SMILES: [NH2:1][C:2]1[N:7]=[C:6](Cl)[N:5]=[C:4]([NH:9][C@@H:10]2[CH2:15][CH2:14][C@H:13]([C:16]([OH:18])=[O:17])[CH2:12][CH2:11]2)[N:3]=1.[CH3:19][C:20]#[N:21].O>>[NH2:1][C:2]1[N:7]=[C:6]([N:21]2[CH2:12][CH2:11][CH2:10][CH2:15][CH2:19][CH2:20]2)[N:5]=[C:4]([NH:9][C@@H:10]2[CH2:15][CH2:14][C@H:13]([C:16]([OH:18])=[O:17])[CH2:12][CH2:11]2)[N:3]=1 |f:1.2|. Procedure: To the solution of crude cis-4-(4-amino-6-chloro-1,3,5-triazin-2-ylamino)cyclohexanecarboxylic acid (˜0.46 mmol) in CH3CN/H2O (5 ml/1 ml) was added hexamethyleneimine (240 μl, ˜5 equivalents). The reaction mixture was stirred at room temperature overnight. The reaction solution was condensed and the crude product was purified by RP-HPLC (Luna 5μ C8(2), 100×21 mm, 15-65% CH3CN/H2O, 0.1% TFA, 18 min) to give the product (65 mg). MS (ES+): m/e 335.3 [M+H]+. The reactants are Cl.C(C)OC1=C(C(=CC=C1)F)C(C(OCC)=N)O (ethyl 1-(2-ethoxy-6-fluorophenyl)-1-hydroxymethanecarboximidate hydrochloride), O1CCCC1 (tetrahydrofuran). Product: C(C)OC1=C(C(=CC=C1)F)C1C(NC(O1)=O)=O (5-(2-Ethoxy-6-fluorophenyl)oxazolidine-2,4-dione). Reaction SMILES: Cl.[CH2:2]([O:4][C:5]1[CH:10]=[CH:9][CH:8]=[C:7]([F:11])[C:6]=1[CH:12]([OH:18])[C:13](=[NH:17])[O:14]CC)[CH3:3].[O:19]1CCC[CH2:20]1>>[CH2:2]([O:4][C:5]1[CH:10]=[CH:9][CH:8]=[C:7]([F:11])[C:6]=1[CH:12]1[O:18][C:20](=[O:19])[NH:14][C:13]1=[O:17])[CH3:3] |f:0.1|. Procedure: By the procedure of Example 66, using a reaction time of 3 hours at room temperature, ethyl 1-(2-ethoxy-6-fluorophenyl)-1-hydroxymethanecarboximidate hydrochloride (0.56 g., 2 mmoles) in 55 ml. of tetrahydrofuran was converted to crude product. Recrystallization from toluene afforded purified 5-(2-ethoxy-6-fluorophenyl)oxazolidine-2,4-dione. (147 mg., m.p. 127°-128° C.).